This data is from the Open Reaction Database (ORD), a public repository of structured organic reaction records. The task is: describe an organic reaction: reactants, conditions, products, and yield Reactants: C(C)(C)(C)OC(=O)N1CCN2C1=C(C(=C(C2=O)C)NC2=C(C=C(C=C2)I)F)[N+](=O)[O-] (7-(2-fluoro-4-iodo-phenylamino)-6-methyl-8-nitro-5-oxo-2,3-dihydro-5H-imidazo[1,2-a]pyridine-1-carboxylic acid tert-butyl ester), [NH4+].[Cl-] (NH4Cl), C(C)OC(C)=O (ethylacetate). Reagents/catalysts: [Zn] (Zinc). Run in O (water), C1CCOC1 (THF). Run at time 30 minute. The product is C(C)(C)(C)OC(=O)N1CCN2C1=C(C(=C(C2=O)C)NC2=C(C=C(C=C2)I)F)N (8-Amino-7-(2-fluoro-4-iodo-phenylamino)-6-methyl-5-oxo-2,3-dihydro-5H-imidazo[1,2-a]pyridine-1-carboxylic acid tert-butyl ester). The yield is 87.4%. Reaction SMILES: [C:1]([O:5][C:6]([N:8]1[C:12]2=[C:13]([N+:28]([O-])=O)[C:14]([NH:19][C:20]3[CH:25]=[CH:24][C:23]([I:26])=[CH:22][C:21]=3[F:27])=[C:15]([CH3:18])[C:16](=[O:17])[N:11]2[CH2:10][CH2:9]1)=[O:7])([CH3:4])([CH3:3])[CH3:2].[NH4+].[Cl-].C(OC(=O)C)C>O.C1COCC1.[Zn]>[C:1]([O:5][C:6]([N:8]1[C:12]2=[C:13]([NH2:28])[C:14]([NH:19][C:20]3[CH:25]=[CH:24][C:23]([I:26])=[CH:22][C:21]=3[F:27])=[C:15]([CH3:18])[C:16](=[O:17])[N:11]2[CH2:10][CH2:9]1)=[O:7])([CH3:2])([CH3:3])[CH3:4] |f:1.2|. Procedure: Zinc (296 mg, 0.005 mol) was added to a stirred solution of 7-(2-fluoro-4-iodo-phenylamino)-6-methyl-8-nitro-5-oxo-2,3-dihydro-5H-imidazo[1,2-a]pyridine-1-carboxylic acid tert-butyl ester (400 mg, 0.0008 mol) and NH4Cl (322 mg, 0.006 mol) in water and THF (15 mL). The resulting mixture was stirred at room temperature for 30 minutes. The reaction was monitored by TLC (100% ethylacetate). The reaction mixture was concentrated and partitioned between ethylacetate and water. The organic layer was wa... The reactants are NC=1SC2=C(N1)C=CC(=C2)C(C(=O)OC2(CCCCC2)C)C (1-methylcyclohexyl 2-amino-α-methylbenzothiazole-6-acetate), NC1=CC=C(C=C1)C(C(=O)OC12CC3CC(CC(C1)C3)C2)C (1-adamantyl 2-(p-aminophenyl)propionate). Yields the product NC=1SC2=C(N1)C=CC(=C2)C(C(=O)OC21CC3CC(CC(C2)C3)C1)C (1-adamantyl 2-amino-α-methylbenzothiazole-6-acetate). Yield: 83.0%. As a reaction SMILES: [NH2:1][C:2]1[S:3][C:4]2[CH:10]=[C:9]([CH:11]([CH3:22])[C:12]([O:14][C:15]3([CH3:21])[CH2:20][CH2:19][CH2:18][CH2:17][CH2:16]3)=[O:13])[CH:8]=[CH:7][C:5]=2[N:6]=1.N[C:24]1[CH:29]=CC(C(C)C(OC23CC4CC(CC(C4)C2)C3)=O)=C[CH:25]=1>>[NH2:1][C:2]1[S:3][C:4]2[CH:10]=[C:9]([CH:11]([CH3:22])[C:12]([O:14][C:15]34[CH2:21][CH:24]5[CH2:29][CH:19]([CH2:18][CH:17]([CH2:25]5)[CH2:16]3)[CH2:20]4)=[O:13])[CH:8]=[CH:7][C:5]=2[N:6]=1. Procedure details: Using the methpod similar to that used in the preparation of 1-methylcyclohexyl 2-amino-α-methylbenzothiazole-6-acetate, 19.1 g of 1-adamantyl 2-(p-aminophenyl)propionate were reacted to obtain 18.97 g (83% yield) of 1-adamantyl 2-amino-α-methylbenzothiazole-6-acetate as a creamy white solid melting at 151°-153° C. Starting materials: B(OC(C)C)(OC(C)C)OC(C)C (triisopropyl borate), Cl (hydrochloric acid), [Cl-].[Na+] (sodium chloride), [Mg] (magnesium), BrC1=CC2=CC=C(C=C2C=C1)OCCCCCCCC (2-bromo-6-octyloxynaphthalene). Solvent: O1CCCC1 (tetrahydrofuran), CCOCC (ether), O1CCCC1 (tetrahydrofuran). Reaction conditions: temperature -78 celsius, time 8 hour. Product: C(CCCCCCC)OC=1C=C2C=CC(=CC2=CC1)B(O)O (6-octyloxynaphthalene-2-boronic acid). Yield: 53.9%. As a reaction SMILES: [Mg].Br[C:3]1[CH:12]=[CH:11][C:10]2[C:5](=[CH:6][CH:7]=[C:8]([O:13][CH2:14][CH2:15][CH2:16][CH2:17][CH2:18][CH2:19][CH2:20][CH3:21])[CH:9]=2)[CH:4]=1.[B:22](OC(C)C)([O:27]C(C)C)[O:23]C(C)C.Cl.[Cl-].[Na+]>O1CCCC1.CCOCC>[CH2:14]([O:13][C:8]1[CH:9]=[C:10]2[C:5](=[CH:6][CH:7]=1)[CH:4]=[C:3]([B:22]([OH:27])[OH:23])[CH:12]=[CH:11]2)[CH2:15][CH2:16][CH2:17][CH2:18][CH2:19][CH2:20][CH3:21] |f:4.5|. Procedure: The solution of a Grignard compound is prepared from 2.4 g (99.0 mmol) of magnesium and 30 g (89.6 mmol) of 2-bromo-6-octyloxynaphthalene in 250 ml of tetrahydrofuran at 55° C. over a period of 3hours and then added dropwise to a solution of 41.36 ml (179.2 mmol) of triisopropyl borate in 100 ml of tetrahydrofuran cooled to -78° C., and the mixture is stirred overnight. 130 ml of 10% hydrochloric acid are then added dropwise, and the resulting mixture is stirred at room temperature for 1 hour an... The reactants are C(C1=CC=CC=C1)N1C(N2[C@@H](SC[C@H]2C1O)C1=CC=CC=C1)=O (6-benzyl-7-hydroxy-3-phenyl-(3S, 7aR)-perhydroimidazo[1,5-C][1,3]thiazol-5-one), ( 6 ), C(C=C)[Si](C)(C)C (allyltrimethylsilane), B(F)(F)F.CCOCC (BF3.Et2O). The solvent is ClCCl (dichloromethane), CCOCC (ether). The product is C(C=C)[C@@H]1N(C(N2[C@@H](SC[C@H]21)C2=CC=CC=C2)=O)CC2=CC=CC=C2 (7-allyl-6-benzyl-3-phenyl-(3S, 7S, 7aR)-perhydroimidazo[1,5-C][1,3]thiazol-5-one), ( 7f ). The yield is 98.0%. RXN SMILES: [CH2:1]([N:8]1[CH:15](O)[C@H:14]2[N:10]([C@H:11]([C:17]3[CH:22]=[CH:21][CH:20]=[CH:19][CH:18]=3)[S:12][CH2:13]2)[C:9]1=[O:23])[C:2]1[CH:7]=[CH:6][CH:5]=[CH:4][CH:3]=1.[CH2:24]([Si](C)(C)C)[CH:25]=[CH2:26].B(F)(F)F.CCOCC>ClCCl.CCOCC>[CH2:26]([C@H:15]1[C@H:14]2[N:10]([C@H:11]([C:17]3[CH:22]=[CH:21][CH:20]=[CH:19][CH:18]=3)[S:12][CH2:13]2)[C:9](=[O:23])[N:8]1[CH2:1][C:2]1[CH:7]=[CH:6][CH:5]=[CH:4][CH:3]=1)[CH:25]=[CH2:24] |f:2.3|. Procedure details: To a solution of compound 6-benzyl-7-hydroxy-3-phenyl-(3S, 7aR)-perhydroimidazo[1,5-C][1,3]thiazol-5-one of formula (6) (0.326 parts, 1 mmol) in dichloromethane (10 parts) was added allyltrimethylsilane (0.228 parts, 2 mmol). Then Lewis acid for example BF3.Et2O (0.142 parts, 1 mmol) was added drop wise to reaction mixture at 30° C. was stirred for 30 mints. and the reaction mixture was quenched with saturated ammonium chloride (10 parts). Then the organic layer was separated, concentrated and c... The reactants are C(C)N (Ethylamine), N[C@H]1CN(C[C@H](C1)N(CC(C)C)C(=O)C=1C(=NC(=NC1)C(C)(C)C)NCCCSC)C(=O)OC(C)(C)C (tert-butyl (3R,5S)-3-amino-5-{[(2-tert-butyl-4-{[3-(methylsulfanyl)propyl]amino}pyrimidin-5-yl)carbonyl](2-methylpropyl)amino}piperidine-1-carboxylate), C(OC1=CC=C(C=C1)[N+](=O)[O-])(=O)Cl (4-nitrophenyl chlorocarbonate). Reagents/catalysts: CN(C1=CC=NC=C1)C (N,N-dimethylpyridin-4-amine). Run in C(O)([O-])=O.[Na+] (sodium hydrogen carbonate), ClCCCl (1,2-dichloroethane), ClCCCl (1,2-dichloroethane). Conditions: time 1 hour. Product: C(C)(C)(C)C1=NC=C(C(=N1)NCCCSC)C(=O)N([C@@H]1CN(C[C@@H](C1)NC(NCC)=O)C(=O)OC(C)(C)C)CC(C)C (tert-butyl (3S,5R)-3-{[(2-tert-butyl-4-{[3-(methylsulfanyl)propyl]amino}pyrimidin-5-yl)carbonyl](2-methylpropyl)amino}-5-[(ethylcarbamoyl)amino]piperidine-1-carboxylate). As a reaction SMILES: [NH2:1][C@@H:2]1[CH2:7][C@H:6]([N:8]([C:13]([C:15]2[C:16]([NH:25][CH2:26][CH2:27][CH2:28][S:29][CH3:30])=[N:17][C:18]([C:21]([CH3:24])([CH3:23])[CH3:22])=[N:19][CH:20]=2)=[O:14])[CH2:9][CH:10]([CH3:12])[CH3:11])[CH2:5][N:4]([C:31]([O:33][C:34]([CH3:37])([CH3:36])[CH3:35])=[O:32])[CH2:3]1.[C:38](Cl)(=O)[O:39]C1C=CC([N+]([O-])=O)=CC=1.[CH2:51]([NH2:53])[CH3:52]>CN(C)C1C=CN=CC=1.ClCCCl.C(=O)([O-])O.[Na+]>[C:21]([C:18]1[N:17]=[C:16]([NH:25][CH2:26][CH2:27][CH2:28][S:29][CH3:30])[C:15]([C:13]([N:8]([CH2:9][CH:10]([CH3:12])[CH3:11])[C@H:6]2[CH2:7][C@@H:2]([NH:1][C:38](=[O:39])[NH:53][CH2:51][CH3:52])[CH2:3][N:4]([C:31]([O:33][C:34]([CH3:35])([CH3:36])[CH3:37])=[O:32])[CH2:5]2)=[O:14])=[CH:20][N:19]=1)([CH3:24])([CH3:22])[CH3:23] |f:5.6|. Procedure: To a solution of tert-butyl (3R,5S)-3-amino-5-{[(2-tert-butyl-4-{[3-(methylsulfanyl)propyl]amino}pyrimidin-5-yl)carbonyl](2-methylpropyl)amino}piperidine-1-carboxylate (97 mg) and N,N-dimethylpyridin-4-amine (33 mg) in 1,2-dichloroethane (4 ml) was added a solution of 4-nitrophenyl chlorocarbonate (55 mg) in 1,2-dichloroethane (1 ml) under ice-cooling and the mixture was stirred at room temperature for 1 hr. Ethylamine (2 M solution in THF, 450 μl) was added, and the reaction mixture was stirred... Starting materials: O=C([O-])[O-], CN(C)C=O, ClCc1ccsc1, [K+], [K+], O=c1oc2cc(O)ccc2s1. Product: O=c1oc2cc(OCc3ccsc3)ccc2s1. Reaction SMILES: [C:12](=[O:13])([O-:14])[O-:15].[CH3:25][N:26]([CH3:27])[CH:28]=[O:29].[Cl:18][CH2:19][c:20]1[cH:21][s:22][cH:23][cH:24]1.[K+:16].[K+:17].[OH:1][c:2]1[cH:3][cH:4][c:5]2[s:6][c:7](=[O:8])[o:9][c:10]2[cH:11]1>>[O:1]([c:2]1[cH:3][cH:4][c:5]2[s:6][c:7](=[O:8])[o:9][c:10]2[cH:11]1)[CH2:19][c:20]1[cH:21][s:22][cH:23][cH:24]1. The reactants are ClC=1C=CC2=C(N=C(O2)C2=CC=C(C=C2)F)C1 (5-chloro-2-(4-fluorophenyl)benzoxazole), N1CCCCC1 (piperidine), CN1CCCC1=O (NMP). Run in O (water). Run at temperature 100 celsius, time 16 hour. Yields the product ClC=1C=CC2=C(N=C(O2)C2=CC=C(C=C2)N2CCCCC2)C1 (5-chloro-2-(4-piperidinophenyl)benzoxazole). The yield is 97.5%. RXN SMILES: [Cl:1][C:2]1[CH:3]=[CH:4][C:5]2[O:9][C:8]([C:10]3[CH:15]=[CH:14][C:13](F)=[CH:12][CH:11]=3)=[N:7][C:6]=2[CH:17]=1.[NH:18]1[CH2:23][CH2:22][CH2:21][CH2:20][CH2:19]1.CN1C(=O)CCC1>O>[Cl:1][C:2]1[CH:3]=[CH:4][C:5]2[O:9][C:8]([C:10]3[CH:15]=[CH:14][C:13]([N:18]4[CH2:23][CH2:22][CH2:21][CH2:20][CH2:19]4)=[CH:12][CH:11]=3)=[N:7][C:6]=2[CH:17]=1. Procedure details: A mixture containing 2.48 g (10 mmoles) of 5-chloro-2-(4-fluorophenyl)benzoxazole, 2.55 g (30 mmoles) of piperidine and 15 ml of NMP is heated with stirring under nitrogen atmosphere at 100° C. for 16 hours. The reaction is complete as judged by GC analysis. The mixture is cooled, poured into 100 ml of water and stirred for 30 minutes. The title compound (3.05 g, 97 percent yield) is filtered and washed. It has a melting point of 162° C.-164° C. Starting materials: Clc1cc(Br)ccn1, Cc1ccccc1, CCOC(C)=O, CC(C)COC(=O)N1CCNCC1, O=C(C=Cc1ccccc1)C=Cc1ccccc1, O=C(C=Cc1ccccc1)C=Cc1ccccc1, O=C(C=Cc1ccccc1)C=Cc1ccccc1, [Pd], [Pd]. Product: CC(C)COC(=O)N1CCN(c2ccnc(Cl)c2)CC1. RXN SMILES: [Br:1][c:2]1[cH:3][c:4]([Cl:8])[n:5][cH:6][cH:7]1.[CH3:22][c:23]1[cH:24][cH:25][cH:26][cH:27][cH:28]1.[CH3:29][CH2:30][O:31][C:32]([CH3:33])=[O:34].[N:9]1([C:15](=[O:16])[O:17][CH2:18][CH:19]([CH3:20])[CH3:21])[CH2:10][CH2:11][NH:12][CH2:13][CH2:14]1.[O:37]=[C:38]([CH:39]=[CH:40][c:41]1[cH:42][cH:43][cH:44][cH:45][cH:46]1)[CH:47]=[CH:48][c:49]1[cH:50][cH:51][cH:52][cH:53][cH:54]1.[O:55]=[C:56]([CH:57]=[CH:58][c:59]1[cH:60][cH:61][cH:62][cH:63][cH:64]1)[CH:65]=[CH:66][c:67]1[cH:68][cH:69][cH:70][cH:71][cH:72]1.[O:73]=[C:74]([CH:75]=[CH:76][c:77]1[cH:78][cH:79][cH:80][cH:81][cH:82]1)[CH:83]=[CH:84][c:85]1[cH:86][cH:87][cH:88][cH:89][cH:90]1.[Pd:35].[Pd:36]>>[c:2]1([N:12]2[CH2:11][CH2:10][N:9]([C:15](=[O:16])[O:17][CH2:18][CH:19]([CH3:20])[CH3:21])[CH2:14][CH2:13]2)[cH:3][c:4]([Cl:8])[n:5][cH:6][cH:7]1. Reactants: CC=1C=C2CCNC2=CC1[N+](=O)[O-] (5-Methyl-6-nitroindoline), dichloro dicyano quinone. Solvent: O1CCOCC1 (dioxane). Conditions: temperature 80 celsius. The product is CC=1C=C2C=CNC2=CC1[N+](=O)[O-] (5-methyl-6-nitroindole). Isolated yield 67.4%. Reaction SMILES: [CH3:1][C:2]1[CH:3]=[C:4]2[C:8](=[CH:9][C:10]=1[N+:11]([O-:13])=[O:12])[NH:7][CH2:6][CH2:5]2>O1CCOCC1>[CH3:1][C:2]1[CH:3]=[C:4]2[C:8](=[CH:9][C:10]=1[N+:11]([O-:13])=[O:12])[NH:7][CH:6]=[CH:5]2. Reported procedure: 5-Methyl-6-nitroindoline (0.75 gr) was dissolved in 20 mL dioxane and treated with 1.5 g of dichloro dicyano quinone. The solution was heated at 80° C. for two hours, then cooled to room temperature and filtered. The filtrate was concentrated under reduced pressure and the residue was purified by flash chromatography to give 0.5 g of 5-methyl-6-nitroindole (e/z (M+H) 177). Reactants: C, COC(=O)c1nc(-c2ccccc2)ccc1OCc1ccccc1, CO, [Pd]. Product: COC(=O)c1nc(-c2ccccc2)ccc1O. As a reaction SMILES: [C:27].[CH2:1]([c:2]1[cH:3][cH:4][cH:5][cH:6][cH:7]1)[O:8][c:9]1[c:10]([C:21](=[O:22])[O:23][CH3:24])[n:11][c:12](-[c:15]2[cH:16][cH:17][cH:18][cH:19][cH:20]2)[cH:13][cH:14]1.[CH3:25][OH:26].[Pd:28]>>[OH:8][c:9]1[c:10]([C:21](=[O:22])[O:23][CH3:24])[n:11][c:12](-[c:15]2[cH:16][cH:17][cH:18][cH:19][cH:20]2)[cH:13][cH:14]1.